This data is from the Open Reaction Database (ORD), a public repository of structured organic reaction records. The task is: describe an organic reaction: reactants, conditions, products, and yield Reactants: NCCN (1,2-Diaminoethane), O1C(CCCC1)CC(=S)OC (methyl tetrahydropyran-2-ylthioacetate). Run at temperature 75 celsius. Yields the product NCCNC(CC1OCCCC1)=S (N-(2-aminoethyl)-tetrahydropyran-2-ylthioacetamide). Reaction SMILES: [NH2:1][CH2:2][CH2:3][NH2:4].[O:5]1[CH2:10][CH2:9][CH2:8][CH2:7][CH:6]1[CH2:11][C:12](OC)=[S:13]>>[NH2:1][CH2:2][CH2:3][NH:4][C:12](=[S:13])[CH2:11][CH:6]1[CH2:7][CH2:8][CH2:9][CH2:10][O:5]1. Reported procedure: 1,2-Diaminoethane (21 g, 350 mmol) was added to methyl tetrahydropyran-2-ylthioacetate (20 g, 105 mmol) and the mixture heated at 75° C. for 2 h. Volatile components were then removed from the reaction mixture in vacuo to give the N-(2-aminoethyl)-tetrahydropyran-2-ylthioacetamide in essentially quantitative yield. This product was contaminated with a small quantity of 1,2-diaminoethane, but it was sufficiently pure to be used without further purification. Product: CC(C)CC(C(=O)NN1C(=O)NC2(CCC2)C1=O)C(CCCc1ccccc1)C(=O)NO. As a reaction SMILES: [C:40]([O:41][C:42]([CH:43]([CH:44]([CH2:45][CH:46]([CH3:47])[CH3:48])[C:49]([NH:50][NH2:51])=[O:52])[CH2:53][CH2:54][CH2:55][c:56]1[cH:57][cH:58][cH:59][cH:60][cH:61]1)=[O:62])([CH3:63])([CH3:64])[CH3:65].[CH2:1]([c:2]1[cH:3][cH:4][cH:5][cH:6][cH:7]1)[O:8][NH:9][C:10](=[O:11])[CH:12]([CH2:13][CH2:14][CH2:15][c:16]1[cH:17][cH:18][cH:19][cH:20][cH:21]1)[CH:22]([C:23](=[O:24])[NH:25][N:26]1[C:27](=[O:35])[NH:28][C:29]2([CH2:30][CH2:31][CH2:32]2)[C:33]1=[O:34])[CH2:36][CH:37]([CH3:38])[CH3:39].[N:66]([C:67]1([C:68]([O:69][CH2:70][CH3:71])=[O:72])[CH2:73][CH2:74][CH2:75]1)=[C:76]=[O:77]>>[OH:8][NH:9][C:10](=[O:11])[CH:12]([CH2:13][CH2:14][CH2:15][c:16]1[cH:17][cH:18][cH:19][cH:20][cH:21]1)[CH:22]([C:23](=[O:24])[NH:25][N:26]1[C:27](=[O:35])[NH:28][C:29]2([CH2:30][CH2:31][CH2:32]2)[C:33]1=[O:34])[CH2:36][CH:37]([CH3:38])[CH3:39]. The reactants are CC(C)CC(C(=O)NN)C(CCCc1ccccc1)C(=O)OC(C)(C)C, CC(C)CC(C(=O)NN1C(=O)NC2(CCC2)C1=O)C(CCCc1ccccc1)C(=O)NOCc1ccccc1, CCOC(=O)C1(N=C=O)CCC1. Reactants: B, Cc1cnc2nc(C=O)nn2c1, CNC, CO, CCc1cc(CCC2(C3CCCC3)CC(=O)CC(=O)O2)ccc1O. Product: CCc1cc(CCC2(C3CCCC3)CC(O)=C(Cc3nc4ncc(C)cn4n3)C(=O)O2)ccc1O. Reaction SMILES: [BH3:40].[CH3:25][c:26]1[cH:27][n:28][c:29]2[n:30]([cH:31]1)[n:32][c:33]([CH:35]=[O:36])[n:34]2.[CH3:37][NH:38][CH3:39].[CH3:41][OH:42].[CH:1]1([C:6]2([CH2:14][CH2:15][c:16]3[cH:17][c:18]([CH2:23][CH3:24])[c:19]([OH:22])[cH:20][cH:21]3)[CH2:7][C:8](=[O:13])[CH2:9][C:10](=[O:12])[O:11]2)[CH2:2][CH2:3][CH2:4][CH2:5]1>>[CH:1]1([C:6]2([CH2:14][CH2:15][c:16]3[cH:17][c:18]([CH2:23][CH3:24])[c:19]([OH:22])[cH:20][cH:21]3)[CH2:7][C:8]([OH:13])=[C:9]([CH2:35][c:33]3[n:32][n:30]4[c:29]([n:28][cH:27][c:26]([CH3:25])[cH:31]4)[n:34]3)[C:10](=[O:12])[O:11]2)[CH2:2][CH2:3][CH2:4][CH2:5]1. Starting materials: COS(=O)(=O)OC, COC(=O)c1c[nH]c(Cl)c1, [H-], [Na+], O. Product: COC(=O)c1cc(Cl)n(C)c1. Reaction SMILES: [CH3:13][O:14][S:15]([O:16][CH3:17])(=[O:18])=[O:19].[Cl:1][c:2]1[cH:3][c:4]([C:7](=[O:8])[O:9][CH3:10])[cH:5][nH:6]1.[H-:11].[Na+:12].[OH2:20]>>[Cl:1][c:2]1[cH:3][c:4]([C:7](=[O:8])[O:9][CH3:10])[cH:5][n:6]1[CH3:13]. Reactants: O (water), CC=1C(=NC(=NC1)N1N=CC(=C1)C(F)(F)F)S(=O)(=O)C (5-methyl-4-methylsulfonyl-2-(4-trifluoromethyl-1H -1-pyrazolyl)pyrimidine), FC(C=1C=C(C=CC1)O)(F)F (3-trifluoromethylphenol), C(=O)([O-])[O-].[K+].[K+] (K2CO3). Solvent: CN(C)C=O (DMF). Reaction conditions: time 24 hour. The product is CC=1C(=NC(=NC1)N1N=CC(=C1)C(F)(F)F)OC1=CC(=CC=C1)C(F)(F)F (5-methyl-4-(3-trifluoromethylphenoxy)-2-(4-trifluoromethyl-1H-1-pyrazolyl)pyrimidine). The yield is 72.2%. Reaction SMILES: [CH3:1][C:2]1[C:3](S(C)(=O)=O)=[N:4][C:5]([N:8]2[CH:12]=[C:11]([C:13]([F:16])([F:15])[F:14])[CH:10]=[N:9]2)=[N:6][CH:7]=1.[F:21][C:22]([F:31])([F:30])[C:23]1[CH:24]=[C:25]([OH:29])[CH:26]=[CH:27][CH:28]=1.C([O-])([O-])=O.[K+].[K+].O>CN(C=O)C>[CH3:1][C:2]1[C:3]([O:29][C:25]2[CH:26]=[CH:27][CH:28]=[C:23]([C:22]([F:21])([F:30])[F:31])[CH:24]=2)=[N:4][C:5]([N:8]2[CH:12]=[C:11]([C:13]([F:16])([F:15])[F:14])[CH:10]=[N:9]2)=[N:6][CH:7]=1 |f:2.3.4|. Procedure details: A mixture of 11.2 g (36.4 mmol) of 5-methyl-4-methylsulfonyl-2-(4-trifluoromethyl-1H -1-pyrazolyl)pyrimidine, 7.7 g (47.4 mmol) of 3-trifluoromethylphenol and 10.1 g (72.9 mmol) of K2CO3 in 200 ml of DMF is stirred at RT for 24 h. It is then poured into 200 ml of water and extracted with four times 100 ml of CH2Cl2. The combined organic phase is dried over Na2SO4, filtered and concentrated. Chromatographic purification on silica gel with heptane/ethyl acetate (1:1) as eluent gives 10.2 g (72%) o... Reactants: COC(=O)Cc1c(C)[nH]c2nccc(Cl)c12, O=S(=O)(Cl)c1ccc(Cl)c(Cl)c1, CN(C)C=O, O. Product: COC(=O)Cc1c(C)n(S(=O)(=O)c2ccc(Cl)c(Cl)c2)c2nccc(Cl)c12. RXN SMILES: [CH3:1][O:2][C:3]([CH2:4][c:5]1[c:6]([CH3:15])[nH:7][c:8]2[n:9][cH:10][cH:11][c:12]([Cl:14])[c:13]12)=[O:16].[Cl:17][c:18]1[cH:19][c:20]([S:25](=[O:26])(=[O:27])[Cl:28])[cH:21][cH:22][c:23]1[Cl:24].[O:30]=[CH:31][N:32]([CH3:33])[CH3:34].[OH2:29]>>[CH3:1][O:2][C:3]([CH2:4][c:5]1[c:6]([CH3:15])[n:7]([S:25]([c:20]2[cH:19][c:18]([Cl:17])[c:23]([Cl:24])[cH:22][cH:21]2)(=[O:26])=[O:27])[c:8]2[n:9][cH:10][cH:11][c:12]([Cl:14])[c:13]12)=[O:16].